Dataset: the Open Reaction Database (ORD), a public repository of structured organic reaction records. Task: describe an organic reaction: reactants, conditions, products, and yield Starting materials: CCN(C(C)C)C(C)C (DIPEA), ClC=1C=CC=C2C(NN=C(C12)CC=1C=C(C(=O)O)C=C(C1)F)=O (3-((8-chloro-4-oxo-3,4-dihydrophthalazin-1-yl)methyl)-5-fluorobenzoic acid), COC1CCNCC1 (4-methoxypiperidine), 2-(1H-benzo[d][1,2,3]triazol-1-yl)-1,1,3,3-tetramethylisouronium tetrafluoroborate. The solvent is CN(C)C=O (DMF). Run at time 1 hour. The product is ClC1=C2C(=NNC(C2=CC=C1)=O)CC1=CC(=CC(=C1)C(=O)N1CCC(CC1)OC)F (5-chloro-4-(3-fluoro-5-(4-methoxypiperidine-1-carbonyl)benzyl)phthalazin-1(2H)-one). As a reaction SMILES: [Cl:1][C:2]1[CH:3]=[CH:4][CH:5]=[C:6]2[C:11]=1[C:10]([CH2:12][C:13]1[CH:14]=[C:15]([CH:19]=[C:20]([F:22])[CH:21]=1)[C:16]([OH:18])=O)=[N:9][NH:8][C:7]2=[O:23].[CH3:24][O:25][CH:26]1[CH2:31][CH2:30][NH:29][CH2:28][CH2:27]1.CCN(C(C)C)C(C)C>CN(C=O)C>[Cl:1][C:2]1[CH:3]=[CH:4][CH:5]=[C:6]2[C:11]=1[C:10]([CH2:12][C:13]1[CH:14]=[C:15]([C:16]([N:29]3[CH2:30][CH2:31][CH:26]([O:25][CH3:24])[CH2:27][CH2:28]3)=[O:18])[CH:19]=[C:20]([F:22])[CH:21]=1)=[N:9][NH:8][C:7]2=[O:23]. Procedure: 3-((8-chloro-4-oxo-3,4-dihydrophthalazin-1-yl)methyl)-5-fluorobenzoic acid (128), 4-methoxypiperidine and 2-(1H-benzo[d][1,2,3]triazol-1-yl)-1,1,3,3-tetramethylisouronium tetrafluoroborate were dissolved in DMF (10 mL), to this was added DIPEA and the reaction was stirred for 1 hour. The solvent was evaporated to dryness and the gum was dissolved in acetonitrile (4 mL) and purified by preparative HPLC (Waters XBridge Prep C18 OBD column, 5μ silica, 19 mm diameter, 100 mm length), using decreasin...